From a dataset of the Open Reaction Database (ORD), a public repository of structured organic reaction records. describe an organic reaction: reactants, conditions, products, and yield The reactants are [N+](=O)([O-])C=1C=C(C=O)C=CC1 (3-Nitrobenzaldehyde), COC=1C=C(CC#N)C=CC1OC (3,4-dimethoxybenzyl cyanide). Yields the product COC=1C=C(C=CC1OC)/C(/C#N)=C/C1=CC(=CC=C1)[N+](=O)[O-] ((Z)-2-(3,4-dimethoxy-phenyl)-3-(3-nitro-phenyl)-acrylonitrile). The yield is 96.9%. Reaction SMILES: [N+:1]([C:4]1[CH:5]=[C:6]([CH:9]=[CH:10][CH:11]=1)[CH:7]=O)([O-:3])=[O:2].[CH3:12][O:13][C:14]1[CH:15]=[C:16]([CH:20]=[CH:21][C:22]=1[O:23][CH3:24])[CH2:17][C:18]#[N:19]>>[CH3:12][O:13][C:14]1[CH:15]=[C:16](/[C:17](=[CH:7]/[C:6]2[CH:9]=[CH:10][CH:11]=[C:4]([N+:1]([O-:3])=[O:2])[CH:5]=2)/[C:18]#[N:19])[CH:20]=[CH:21][C:22]=1[O:23][CH3:24]. Procedure details: 3-Nitrobenzaldehyde (3.02 g) and 3,4-dimethoxybenzyl cyanide (3.54 g) were subjected to condensation in accordance with process A of (production process 2), to thereby produce the target product (6.01 g, yield: 97%). Reactants: BrC=1C(=C2C(=NC1)NC(=N2)C2=CC=C(C=C2)N(C)C)N2CCN(CC2)C(=O)NC2=CC=CC=C2 (4-(6-bromo-2-(4-(dimethylamino)phenyl)-3H-imidazo[4,5-b]pyridin-7-yl)-N-phenylpiperazine-1-carboxamide), C(=O)C1=CC=C(CNC(OC(C)(C)C)=O)C=C1 (tert-butyl N-(4-formylbenzyl)carbamate), BrC=1C(=C(C(=NC1)N)[N+](=O)[O-])N1CCC(CC1)OC1=CC=CC=C1 (5-bromo-3-nitro-4-(4-phenoxypiperidin-1-yl)pyridin-2-amine), [O-]S(=O)S(=O)[O-].[Na+].[Na+] (Na2S2O4). Solvent: C(C)O (ethanol), CN(C)C=O (DMF). Reaction conditions: time 6 hour. Product: BrC=1C(=C2C(=NC1)NC(=N2)C2=CC=C(CNC(OC(C)(C)C)=O)C=C2)N2CCC(CC2)OC2=CC=CC=C2 (tert-Butyl 4-(6-bromo-7-(4-phenoxypiperidin-1-yl)-3H-imidazo[4,5-b]pyridin-2-yl)benzylcarbamate). Isolated yield 26.4%. Reaction SMILES: BrC1C(N2CCN(C(NC3C=CC=CC=3)=O)CC2)=C2N=C(C3C=CC(N(C)C)=CC=3)NC2=NC=1.[Br:35][C:36]1[C:37]([N:46]2[CH2:51][CH2:50][CH:49]([O:52][C:53]3[CH:58]=[CH:57][CH:56]=[CH:55][CH:54]=3)[CH2:48][CH2:47]2)=[C:38]([N+:43]([O-])=O)[C:39]([NH2:42])=[N:40][CH:41]=1.[O-]S(S([O-])=O)=O.[Na+].[Na+].[CH:67]([C:69]1[CH:83]=[CH:82][C:72]([CH2:73][NH:74][C:75](=[O:81])[O:76][C:77]([CH3:80])([CH3:79])[CH3:78])=[CH:71][CH:70]=1)=O>C(O)C.CN(C=O)C>[Br:35][C:36]1[C:37]([N:46]2[CH2:51][CH2:50][CH:49]([O:52][C:53]3[CH:58]=[CH:57][CH:56]=[CH:55][CH:54]=3)[CH2:48][CH2:47]2)=[C:38]2[N:43]=[C:67]([C:69]3[CH:83]=[CH:82][C:72]([CH2:73][NH:74][C:75](=[O:81])[O:76][C:77]([CH3:80])([CH3:78])[CH3:79])=[CH:71][CH:70]=3)[NH:42][C:39]2=[N:40][CH:41]=1 |f:2.3.4|. Procedure: This was prepared using the same procedure as for 4-(6-bromo-2-(4-(dimethylamino)phenyl)-3H-imidazo[4,5-b]pyridin-7-yl)-N-phenylpiperazine-1-carboxamide, but here using 5-bromo-3-nitro-4-(4-phenoxypiperidin-1-yl)pyridin-2-amine (75 mg, 0.19 mmol), DMF (0.20 mL), ethanol (1.00 mL), 1M Na2S2O4 (3 eq, 0.58 mmol, 0.58 mL) and tert-butyl N-(4-formylbenzyl)carbamate (1.1 eq, 0.21 mmol, 49 mg). After 6 h, concentration in vacuo and purification by preparative tlc (CH2Cl2-MeOH, 95:5) gave the product (2... The reactants are CC(=O)O, O, O=S(=O)(O)O, N#CC1CCc2c(C(=O)c3cccs3)cccc21. The product is O=C(c1cccs1)c1cccc2c1CCC2C(=O)O. As a reaction SMILES: [CH3:24][C:25]([OH:26])=[O:27].[OH2:28].[S:19](=[O:20])(=[O:21])([OH:22])[OH:23].[s:1]1[c:2]([C:6](=[O:7])[c:8]2[c:9]3[c:13]([cH:14][cH:15][cH:16]2)[CH:12]([C:17]#[N:18])[CH2:11][CH2:10]3)[cH:3][cH:4][cH:5]1>>[s:1]1[c:2]([C:6](=[O:7])[c:8]2[c:9]3[c:13]([cH:14][cH:15][cH:16]2)[CH:24]([C:25]([OH:26])=[O:27])[CH2:11][CH2:10]3)[cH:3][cH:4][cH:5]1. Reactants: OCC=1N=C2N(C(=CN=C2N2CCOCC2)C=2C=CC(=NC2)N2CCN(CC2)C(=O)OC(C)(C)C)C1 (tert-Butyl 4-(5-(2-(hydroxymethyl)-8-morpholinoimidazo[1,2-a]pyrazin-5-yl)pyridin-2-yl)piperazine-1-carboxylate), ClC1=NC=CC=N1 (2-chloropyrimidine). The product is O1CCN(CC1)C=1C=2N(C(=CN1)C=1C=CC(=NC1)N1CCN(CC1)C(=O)OC(C)(C)C)C=C(N2)COC2=NC=CC=N2 (tert-Butyl 4-(5-(8-morpholino-2-((pyrimidin-2-yloxy)methyl)imidazo[1,2-a]pyrazin-5-yl)pyridin-2-yl)piperazine-1-carboxylate). RXN SMILES: [OH:1][CH2:2][C:3]1[N:4]=[C:5]2[C:10]([N:11]3[CH2:16][CH2:15][O:14][CH2:13][CH2:12]3)=[N:9][CH:8]=[C:7]([C:17]3[CH:18]=[CH:19][C:20]([N:23]4[CH2:28][CH2:27][N:26]([C:29]([O:31][C:32]([CH3:35])([CH3:34])[CH3:33])=[O:30])[CH2:25][CH2:24]4)=[N:21][CH:22]=3)[N:6]2[CH:36]=1.Cl[C:38]1[N:43]=[CH:42][CH:41]=[CH:40][N:39]=1>>[O:14]1[CH2:13][CH2:12][N:11]([C:10]2[C:5]3[N:6]([CH:36]=[C:3]([CH2:2][O:1][C:38]4[N:43]=[CH:42][CH:41]=[CH:40][N:39]=4)[N:4]=3)[C:7]([C:17]3[CH:18]=[CH:19][C:20]([N:23]4[CH2:24][CH2:25][N:26]([C:29]([O:31][C:32]([CH3:33])([CH3:35])[CH3:34])=[O:30])[CH2:27][CH2:28]4)=[N:21][CH:22]=3)=[CH:8][N:9]=2)[CH2:16][CH2:15]1. Reported procedure: Following the procedures described in Example 22, Step A, the title compound was prepared from compound 23a and 2-chloropyrimidine. Mass Spectrum (LCMS, ESI pos.) Calcd. for C29H35N9O4: 574.3 (M+H). Found 574.3. The reactants are Cl (hydrochloric acid), C1(=CC=CC=C1)CN1CCN(CC1)CC(=O)N1C=2N(C(=CC1)C1=CC(=CC=C1)C(F)(F)F)C=NC2C#N (1,2-Dihydro-1-[[4-(phenylmethyl)-1-piperazinyl]acetyl]-4-[3-(trifluoromethyl)phenyl]imidazo[1,5-a]pyrimidine-8-carbonitrile), CCOCC (ether). Solvent: C(C)O (ethyl alcohol). The product is Cl.C1(=CC=CC=C1)CN1CCN(CC1)CC(=O)N1C=2N(C(=CC1)C1=CC(=CC=C1)C(F)(F)F)C=NC2C#N (1,2-Dihydro-1-[[4-(phenylmethyl)-1-piperazinyl]acetyl]-4-[3-(trifluoromethyl)phenyl]imidazo[1,5-a]pyrimidine-8-carbonitrile, monohydrochloride). RXN SMILES: [C:1]1([CH2:7][N:8]2[CH2:13][CH2:12][N:11]([CH2:14][C:15]([N:17]3[CH2:22][CH:21]=[C:20]([C:23]4[CH:28]=[CH:27][CH:26]=[C:25]([C:29]([F:32])([F:31])[F:30])[CH:24]=4)[N:19]4[CH:33]=[N:34][C:35]([C:36]#[N:37])=[C:18]34)=[O:16])[CH2:10][CH2:9]2)[CH:6]=[CH:5][CH:4]=[CH:3][CH:2]=1.[ClH:38].CCOCC>C(O)C>[ClH:38].[C:1]1([CH2:7][N:8]2[CH2:13][CH2:12][N:11]([CH2:14][C:15]([N:17]3[CH2:22][CH:21]=[C:20]([C:23]4[CH:28]=[CH:27][CH:26]=[C:25]([C:29]([F:32])([F:30])[F:31])[CH:24]=4)[N:19]4[CH:33]=[N:34][C:35]([C:36]#[N:37])=[C:18]34)=[O:16])[CH2:10][CH2:9]2)[CH:6]=[CH:5][CH:4]=[CH:3][CH:2]=1 |f:4.5|. Procedure: A 1.7 g amount of 1,2-dihydro-1-[[4-(phenylmethyl)-1-piperazinyl]acetyl]-4-[3-(trifluoromethyl)phenyl]imidazo[1,5-a]pyrimidine-8-carbonitrile (Example 7) was dissolved in 50 ml of ethyl alcohol with heating. The solution was cooled and acidified with 7.0 ml of 2.94N alcoholic hydrochloric acid. Then an excess of ether was added. The precipitate was collected, washed with ether and dried. The solid was dissolved by heating in 75 ml of ethanol. The solution was filtered, then the filtrate was chil... Starting materials: C(N)(=O)O[C@@H](C(=O)OC)CCCC1=CC(=C(C=C1)OCC=1N=C(OC1C)C=1OC=CC1)OC (methyl (R)-(+)-2-carbamoyloxy-5-[4-[2-(2-furyl)-5-methyl-4-oxazolylmethoxy]-3-methoxyphenyl]pentanoate), C1CCC2=NCCCN2CC1 (1,8-diazabicyclo[5.4.0]-7-undecene). The solvent is C(Cl)(Cl)Cl (chloroform). Reaction conditions: time 1 hour. Product: O1C(=CC=C1)C=1OC(=C(N1)COC1=C(C=C(C=C1)CCC[C@@H]1C(NC(O1)=O)=O)OC)C ((R)-(+)-5-[3-[4-[2-(2-furyl)-5-methyl-4-oxazolylmethoxy]-3-methoxyphenyl]propyl]-2,4-oxazolidinedione). The yield is 90.6%. As a reaction SMILES: [C:1]([O:4][C@H:5]([CH2:10][CH2:11][CH2:12][C:13]1[CH:18]=[CH:17][C:16]([O:19][CH2:20][C:21]2[N:22]=[C:23]([C:27]3[O:28][CH:29]=[CH:30][CH:31]=3)[O:24][C:25]=2[CH3:26])=[C:15]([O:32][CH3:33])[CH:14]=1)[C:6](OC)=[O:7])(=[O:3])[NH2:2].C1CCN2C(=NCCC2)CC1>C(Cl)(Cl)Cl>[O:28]1[CH:29]=[CH:30][CH:31]=[C:27]1[C:23]1[O:24][C:25]([CH3:26])=[C:21]([CH2:20][O:19][C:16]2[CH:17]=[CH:18][C:13]([CH2:12][CH2:11][CH2:10][C@H:5]3[O:4][C:1](=[O:3])[NH:2][C:6]3=[O:7])=[CH:14][C:15]=2[O:32][CH3:33])[N:22]=1. Reported procedure: To a solution of methyl (R)-(+)-2-carbamoyloxy-5-[4-[2-(2-furyl)-5-methyl-4-oxazolylmethoxy]-3-methoxyphenyl]pentanoate (2.92 g) in chloroform (100 ml) was added dropwise, at temperature ranging from -5 to 0° C., 1,8-diazabicyclo[5.4.0]-7-undecene (DBU) (1.54 g). The mixture was stirred for one hour at the same temperature range. The reaction mixture was washed with 2N HCl and water, which was then dried (MgSO4) and concentrated to yield (R)-(+)-5-[3-[4-[2-(2-furyl)-5-methyl-4-oxazolylmethoxy]-3...